From a dataset of the Open Reaction Database (ORD), a public repository of structured organic reaction records. describe an organic reaction: reactants, conditions, products, and yield Reactants: CO, C=C(C)c1cc(CN=[N+]=[N-])c(C)nc1C. Product: C=C(C)c1cc(CN)c(C)nc1C. Reaction SMILES: [CH3:16][OH:17].[N:1](=[N+:2]=[N-:3])[CH2:4][c:5]1[c:6]([CH3:15])[n:7][c:8]([CH3:14])[c:9]([C:11](=[CH2:12])[CH3:13])[cH:10]1>>[NH2:1][CH2:4][c:5]1[c:6]([CH3:15])[n:7][c:8]([CH3:14])[c:9]([C:11](=[CH2:12])[CH3:13])[cH:10]1. Conditions: temperature 100 celsius, time 2 hour. The reagents and catalysts are C=1C=CC(=CC1)/C=C/C(=O)/C=C/C2=CC=CC=C2.C=1C=CC(=CC1)/C=C/C(=O)/C=C/C2=CC=CC=C2.C=1C=CC(=CC1)/C=C/C(=O)/C=C/C2=CC=CC=C2.[Pd].[Pd] (tris(dibenzylideneacetone)dipalladium(0)). The solvent is C1(=CC=CC=C1)C (toluene). Reaction SMILES: [CH2:1]([N:8]1[C:12]2[CH:13]=[C:14](Cl)[C:15]3[N:16]([C:17]([CH3:20])=[N:18][N:19]=3)[C:11]=2[CH:10]=[C:9]1[CH3:22])[C:2]1[CH:7]=[CH:6][CH:5]=[CH:4][CH:3]=1.[NH2:23][C@@H:24]1[CH2:28][CH2:27][N:26]([C:29]([O:31][C:32]([CH3:35])([CH3:34])[CH3:33])=[O:30])[CH2:25]1.CC(C)([O-])C.[Na+].CC1(C)C2C=CC=C(P(C3C=CC=CC=3)C3C=CC=CC=3)C=2OC2C1=CC=CC=2P(C1C=CC=CC=1)C1C=CC=CC=1>C1(C)C=CC=CC=1.C1C=CC(/C=C/C(/C=C/C2C=CC=CC=2)=O)=CC=1.C1C=CC(/C=C/C(/C=C/C2C=CC=CC=2)=O)=CC=1.C1C=CC(/C=C/C(/C=C/C2C=CC=CC=2)=O)=CC=1.[Pd].[Pd]>[CH2:1]([N:8]1[C:12]2[CH:13]=[C:14]([NH:23][C@@H:24]3[CH2:28][CH2:27][N:26]([C:29]([O:31][C:32]([CH3:35])([CH3:34])[CH3:33])=[O:30])[CH2:25]3)[C:15]3[N:16]([C:17]([CH3:20])=[N:18][N:19]=3)[C:11]=2[CH:10]=[C:9]1[CH3:22])[C:2]1[CH:7]=[CH:6][CH:5]=[CH:4][CH:3]=1 |f:2.3,6.7.8.9.10|. The reactants are C(C1=CC=CC=C1)N1C(=CC2=C1C=C(C=1N2C(=NN1)C)Cl)C (6-benzyl-4-chloro-1,7-dimethyl-6H-pyrrolo[2,3-e][1,2,4]triazolo[4,3-a]pyridine), N[C@H]1CN(CC1)C(=O)OC(C)(C)C (tert-butyl (3R)-3-aminopyrrolidine-1-carboxylate), CC(C)([O-])C.[Na+] (sodium tert-butoxide), CC1(C2=CC=CC(=C2OC=2C(=CC=CC12)P(C1=CC=CC=C1)C1=CC=CC=C1)P(C1=CC=CC=C1)C1=CC=CC=C1)C ((9,9-dimethyl-9H-xanthene-4,5-diyl)bis(diphenylphosphine)). Procedure: A degassed mixture of 6-benzyl-4-chloro-1,7-dimethyl-6H-pyrrolo[2,3-e][1,2,4]triazolo[4,3-a]pyridine (200.0 mg, 0.6435 mmol, Example 228, Step 7), tert-butyl (3R)-3-aminopyrrolidine-1-carboxylate (0.40 mL, 2.3 mmol, Aldrich), sodium tert-butoxide (190 mg, 1.98 mmol, Aldrich), (9,9-dimethyl-9H-xanthene-4,5-diyl)bis(diphenylphosphine) (93 mg, 0.16 mmol, Aldrich) and tris(dibenzylideneacetone)dipalladium(0) (74 mg, 0.080 mmol, Aldrich) in toluene (12 mL) was heated at 100° C. for 3.5 hours, then at... Yields the product C(C1=CC=CC=C1)N1C(=CC2=C1C=C(C=1N2C(=NN1)C)N[C@H]1CN(CC1)C(=O)OC(C)(C)C)C (tert-butyl (3R)-3-[(6-benzyl-1,7-dimethyl-6H-pyrrolo[2,3-e][1,2,4]triazolo[4,3-a]pyridin-4-yl)amino]pyrrolidine-1-carboxylate).